From a dataset of the Open Reaction Database (ORD), a public repository of structured organic reaction records. describe an organic reaction: reactants, conditions, products, and yield The reactants are Cc1cc(COc2ccc(S(=O)(=O)NC3CNCC3C(=O)OC(C)(C)C)cc2)c2ccccc2n1, CC(=O)Cl, Cl. Product: CC(=O)N1CC(NS(=O)(=O)c2ccc(OCc3cc(C)nc4ccccc34)cc2)C(C(=O)OC(C)(C)C)C1. RXN SMILES: [CH3:2][c:3]1[n:4][c:5]2[cH:6][cH:7][cH:8][cH:9][c:10]2[c:11]([CH2:13][O:14][c:15]2[cH:16][cH:17][c:18]([S:21](=[O:22])(=[O:23])[NH:24][CH:25]3[CH:26]([C:30](=[O:31])[O:32][C:33]([CH3:34])([CH3:35])[CH3:36])[CH2:27][NH:28][CH2:29]3)[cH:19][cH:20]2)[cH:12]1.[CH3:37][C:38]([Cl:39])=[O:40].[ClH:1]>>[CH3:2][c:3]1[n:4][c:5]2[cH:6][cH:7][cH:8][cH:9][c:10]2[c:11]([CH2:13][O:14][c:15]2[cH:16][cH:17][c:18]([S:21](=[O:22])(=[O:23])[NH:24][CH:25]3[CH:26]([C:30](=[O:31])[O:32][C:33]([CH3:34])([CH3:35])[CH3:36])[CH2:27][N:28]([C:38]([CH3:37])=[O:40])[CH2:29]3)[cH:19][cH:20]2)[cH:12]1.